The task is: describe an organic reaction: reactants, conditions, products, and yield. This data is from the Open Reaction Database (ORD), a public repository of structured organic reaction records. The reactants are C(CCCCC)N1CCC(CC1)C1=CC(=CC=C1)NC(C(C)(C)O)=O (N-Hexyl-4-(3-(2-hydroxy-2-methylpropanoylamino)phenyl)piperidine), Cl (hydrochloric acid). The solvent is O (water), O1CCOCC1 (1,4-dioxan). Product: NC=1C=C(C=CC1)C1CCN(CC1)CCCCCC (4-(3-Aminophenyl)-N-hexylpiperidine). RXN SMILES: [CH2:1]([N:7]1[CH2:12][CH2:11][CH:10]([C:13]2[CH:18]=[CH:17][CH:16]=[C:15]([NH:19]C(=O)C(O)(C)C)[CH:14]=2)[CH2:9][CH2:8]1)[CH2:2][CH2:3][CH2:4][CH2:5][CH3:6].Cl>O1CCOCC1.O>[NH2:19][C:15]1[CH:14]=[C:13]([CH:10]2[CH2:11][CH2:12][N:7]([CH2:1][CH2:2][CH2:3][CH2:4][CH2:5][CH3:6])[CH2:8][CH2:9]2)[CH:18]=[CH:17][CH:16]=1. Reported procedure: A solution of N-hexyl-4-(3-(2-hydroxy-2-methylpropanoylamino)phenyl)piperidine (Example 158) in 1,4-dioxan:5N aqueous hydrochloric acid solution (1:1, 10 ml) was heated under reflux overnight. The reaction mixture was cooled, diluted with water (10 ml) and extracted with diethyl ether (3×10 ml). The pH of the aqueous layer was adjusted to 8-9 using 5N aqueous sodium hydroxide, and extracted with dichloromethane (5×10 ml). The combined extracts were washed with brine (10 ml), dried (Na2SO4) and c... Yields the product CC=Cc1cc(C(OCc2ccccc2)(C(F)(F)F)C(F)(F)F)ccc1N1CCNCC1. Starting materials: O=C([O-])O, CC=Cc1cc(C(OCc2ccccc2)(C(F)(F)F)C(F)(F)F)ccc1N1CCN(C(=O)OC(C)(C)C)CC1, ClCCl, [Na+], O=C(O)C(F)(F)F. Reaction SMILES: [C:47](=[O:48])([O-:49])[OH:50].[CH2:1]([c:2]1[cH:3][cH:4][cH:5][cH:6][cH:7]1)[O:8][C:9]([C:10]([F:11])([F:12])[F:13])([C:14]([F:15])([F:16])[F:17])[c:18]1[cH:19][c:20]([CH:37]=[CH:38][CH3:39])[c:21]([N:24]2[CH2:25][CH2:26][N:27]([C:30]([O:31][C:32]([CH3:33])([CH3:34])[CH3:35])=[O:36])[CH2:28][CH2:29]2)[cH:22][cH:23]1.[Cl:52][CH2:53][Cl:54].[Na+:51].[OH:40][C:41]([C:42]([F:43])([F:44])[F:45])=[O:46]>>[CH2:1]([c:2]1[cH:3][cH:4][cH:5][cH:6][cH:7]1)[O:8][C:9]([C:10]([F:11])([F:12])[F:13])([C:14]([F:15])([F:16])[F:17])[c:18]1[cH:19][c:20]([CH:37]=[CH:38][CH3:39])[c:21]([N:24]2[CH2:25][CH2:26][NH:27][CH2:28][CH2:29]2)[cH:22][cH:23]1. The product is ClC=1C(=C(C=CC1)C#CC1=C(C=C(C=C1)N1N=C(NC1=O)C1=C(C=CC=C1F)Cl)OC)F (1-(4-((3-Chloro-2-fluorophenyl)ethynyl)-3-methoxyphenyl)-3-(2-chloro-6-fluorophenyl)-1H-1,2,4-triazol-5(4H)-one). Yield: 28.9%. The reactants are ClC1=C(C(=CC=C1)F)C1=NN(C(N1)=O)C1=CC(=C(C=C1)I)OC (3-(2-chloro-6-fluorophenyl)-1-(4-iodo-3-methoxyphenyl)-1H-1,2,4-triazol-5(4H)-one), ClC1=C(C(=CC=C1)C#C)F (1-chloro-3-ethynyl-2-fluorobenzene), CCCC[N+](CCCC)(CCCC)CCCC.[F-] (TBAF). Solvent: CS(=O)C (DMSO). Reported procedure: The title compound was prepared according to the procedure described in Example-3 using 3-(2-chloro-6-fluorophenyl)-1-(4-iodo-3-methoxyphenyl)-1H-1,2,4-triazol-5(4H)-one (Intermediate-32, 0.050 g, 0.11 mmol), 1-chloro-3-ethynyl-2-fluorobenzene (Intermediate-24, 0.033 g, 0.22 mmol), TBAF (0.080 g, 0.30 mmol), bis(triphenylphosphine)palladium(II) chloride (0.020 g, 0.022 mmol) and DMSO (3.0 ml) at 80° C. to afford 0.015 g of the desired product. 1H NMR (300 MHz, DMSO d6): δ 3.89 (s, 3H), 7.28 (t, ... The reagents and catalysts are Cl[Pd]([P](C1=CC=CC=C1)(C2=CC=CC=C2)C3=CC=CC=C3)([P](C4=CC=CC=C4)(C5=CC=CC=C5)C6=CC=CC=C6)Cl (bis(triphenylphosphine)palladium(II) chloride). Reaction SMILES: [Cl:1][C:2]1[CH:7]=[CH:6][CH:5]=[C:4]([F:8])[C:3]=1[C:9]1[NH:13][C:12](=[O:14])[N:11]([C:15]2[CH:20]=[CH:19][C:18](I)=[C:17]([O:22][CH3:23])[CH:16]=2)[N:10]=1.[Cl:24][C:25]1[CH:30]=[CH:29][CH:28]=[C:27]([C:31]#[CH:32])[C:26]=1[F:33].CCCC[N+](CCCC)(CCCC)CCCC.[F-]>Cl[Pd](Cl)([P](C1C=CC=CC=1)(C1C=CC=CC=1)C1C=CC=CC=1)[P](C1C=CC=CC=1)(C1C=CC=CC=1)C1C=CC=CC=1.CS(C)=O>[Cl:24][C:25]1[C:26]([F:33])=[C:27]([C:31]#[C:32][C:18]2[CH:19]=[CH:20][C:15]([N:11]3[C:12](=[O:14])[NH:13][C:9]([C:3]4[C:4]([F:8])=[CH:5][CH:6]=[CH:7][C:2]=4[Cl:1])=[N:10]3)=[CH:16][C:17]=2[O:22][CH3:23])[CH:28]=[CH:29][CH:30]=1 |f:2.3,^1:54,73|. The reactants are CC(C)(C)OC(=O)NC(Cc1ccccc1)C(=O)O, C(=NC1CCCCC1)=NC1CCCCC1, CCOC(=O)Cc1csc(N)n1, O=C1CCC(=O)N1O. Yields the product CCOC(=O)Cc1csc(NC(=O)C(Cc2ccccc2)NC(=O)OC(C)(C)C)n1. Reaction SMILES: [C:1]([CH3:2])([CH3:3])([CH3:4])[O:5][C:6](=[O:7])[NH:8][CH:9]([CH2:10][c:11]1[cH:12][cH:13][cH:14][cH:15][cH:16]1)[C:17](=[O:18])[OH:19].[CH:28]1([N:29]=[C:30]=[N:31][CH:32]2[CH2:33][CH2:34][CH2:35][CH2:36][CH2:37]2)[CH2:38][CH2:39][CH2:40][CH2:41][CH2:42]1.[NH2:43][c:44]1[s:45][cH:46][c:47]([CH2:49][C:50](=[O:51])[O:52][CH2:53][CH3:54])[n:48]1.[OH:20][N:21]1[C:22](=[O:23])[CH2:24][CH2:25][C:26]1=[O:27]>>[C:1]([CH3:2])([CH3:3])([CH3:4])[O:5][C:6](=[O:7])[NH:8][CH:9]([CH2:10][c:11]1[cH:12][cH:13][cH:14][cH:15][cH:16]1)[C:17](=[O:19])[NH:43][c:44]1[s:45][cH:46][c:47]([CH2:49][C:50](=[O:51])[O:52][CH2:53][CH3:54])[n:48]1. Reactants: C(C)OC(CC(C1=C(C(=C(C(=C1F)F)F)F)NC(C)=O)=O)=O (2-acetylamino-3,4,5,6-tetrafluoro-β-oxobenzene-propanoic acid ethylester), C(C)OC(OCC)OCC (triethylorthoformate), C(C)(=O)OC(C)=O (acetic anhydride), C(C)OC(=O)C1=CN(C2=C(C(=C(C(=C2C1=O)NC(C)=O)F)F)F)C1CC1 (5-acetylamino-1-cyclopropyl-6,7,8-trifluoro-1,4-dihydro-4-oxoquinoline-3-carboxylic acid ethyl ester). The product is C1(CC1)N1C=C(C(C2=C(C(=C(C(=C12)F)F)F)N)=O)C(=O)O (1-cyclopropyl-5-amino-6,7,8-trifluoro-1,4-dihydro-4-oxo-3-quinolinecarboxylic acid). As a reaction SMILES: C([O:3][C:4]([C:6]1[C:15](=[O:16])[C:14]2[C:9](=[C:10]([F:23])[C:11]([F:22])=[C:12]([F:21])[C:13]=2[NH:17]C(=O)C)[N:8]([CH:24]2[CH2:26][CH2:25]2)[CH:7]=1)=[O:5])C.C(OC(=O)CC(=O)C1C(F)=C(F)C(F)=C(F)C=1NC(=O)C)C.C(OC(OCC)OCC)C.C(OC(=O)C)(=O)C>>[CH:24]1([N:8]2[C:9]3[C:14](=[C:13]([NH2:17])[C:12]([F:21])=[C:11]([F:22])[C:10]=3[F:23])[C:15](=[O:16])[C:6]([C:4]([OH:5])=[O:3])=[CH:7]2)[CH2:25][CH2:26]1. Procedure: This product can be converted to 5-acetylamino-1-cyclopropyl-6,7,8-trifluoro-1,4-dihydro-4-oxoquinoline-3-carboxylic acid ethyl ester by a three step reaction. The 2-acetylamino-3,4,5,6-tetrafluoro-β-oxobenzene-propanoic acid ethylester is first treated with triethylorthoformate and acetic anhydride. After removal of the solvent the residue is treated with a solution of cyclopropylamine in t-butanol. After the reaction is complete a solution of potassium t-butoxide in t-butanol is added. The res...